From a dataset of the Open Reaction Database (ORD), a public repository of structured organic reaction records. describe an organic reaction: reactants, conditions, products, and yield The reactants are ClC1=CC=C(C=C1)C=1C(NC=C2SC3=C(NC21)C=CC=C3)=O (4-(4-chlorophenyl)-5H-pyrido[3,4-b][1,4]benzothiazin-3-(2H)-one), [OH-].[Na+] (sodium hydroxide), C=O (formaldehyde). Solvent: CN(C=O)C (dimethylformamide). The product is ClC1=CC=C(C=C1)C=1C(N(C=C2SC3=C(NC21)C=CC=C3)CO)=O (4-(4-chlorophenyl)-2-(hydroxymethyl)-5H-pyrido[3,4-b][1,4]benzothiazin-3(2H)-one). The yield is 93.0%. Reaction SMILES: [Cl:1][C:2]1[CH:7]=[CH:6][C:5]([C:8]2[C:9](=[O:22])[NH:10][CH:11]=[C:12]3[C:17]=2[NH:16][C:15]2[CH:18]=[CH:19][CH:20]=[CH:21][C:14]=2[S:13]3)=[CH:4][CH:3]=1.[OH-:23].[Na+].[CH2:25]=O>CN(C)C=O>[Cl:1][C:2]1[CH:3]=[CH:4][C:5]([C:8]2[C:9](=[O:22])[N:10]([CH2:25][OH:23])[CH:11]=[C:12]3[C:17]=2[NH:16][C:15]2[CH:18]=[CH:19][CH:20]=[CH:21][C:14]=2[S:13]3)=[CH:6][CH:7]=1 |f:1.2|. Procedure details: To 5.0 g. of 4-(4-chlorophenyl)-5H-pyrido[3,4-b][1,4]benzothiazin-3-(2H)-one (15.3 mmol.) in 50 ml. of dimethylformamide was added 30 ml. of a 5% sodium hydroxide solution (37.5 mmol.), and the resulting suspension was heated on a steam bath until a solution formed. To the solution was then added 50 ml. of a 36% formaldehyde solution (60.0 mmol.), and the resulting reaction mixture was heated until a yellow precipitate formed. The hot reaction mixture was filtered, and the precipitate was washed...